Dataset: the Open Reaction Database (ORD), a public repository of structured organic reaction records. Task: describe an organic reaction: reactants, conditions, products, and yield The reactants are ClC=1N=CC(=C2C=CC(=NC12)C)I (8-chloro-5-iodo-2-methyl-[1,7]naphthyridine), N1=CC(=CC=C1)B(O)O (3-pyridineboronic acid), NC1=NC=C(C=C1)F (2-amino-5-fluoropyridine). The product is FC=1C=CC(=NC1)NC=1N=CC(=C2C=CC(=NC12)C)C=1C=NC=CC1 ((5-Fluoro-pyridin-2-yl)-(2-methyl-5-pyridin-3-yl-[1,7]naphthyridin-8-yl)-amine). RXN SMILES: Cl[C:2]1[N:3]=[CH:4][C:5](I)=[C:6]2[C:11]=1[N:10]=[C:9]([CH3:12])[CH:8]=[CH:7]2.[N:14]1[CH:19]=[CH:18][CH:17]=[C:16](B(O)O)[CH:15]=1.[NH2:23][C:24]1[CH:29]=[CH:28][C:27]([F:30])=[CH:26][N:25]=1>>[F:30][C:27]1[CH:28]=[CH:29][C:24]([NH:23][C:2]2[N:3]=[CH:4][C:5]([C:16]3[CH:15]=[N:14][CH:19]=[CH:18][CH:17]=3)=[C:6]3[C:11]=2[N:10]=[C:9]([CH3:12])[CH:8]=[CH:7]3)=[N:25][CH:26]=1. Procedure details: The title compound, MS: m/e=332.2 (M+H+), was prepared in accordance with the general method of example 15 step 1 and step 3 from 8-chloro-5-iodo-2-methyl-[1,7]naphthyridine (Example I), 3-pyridineboronic acid and 2-amino-5-fluoropyridine.